From a dataset of the Open Reaction Database (ORD), a public repository of structured organic reaction records. describe an organic reaction: reactants, conditions, products, and yield Starting materials: Cc1ccccc1, O=C(O)C=Cc1ccc(C(F)(F)F)cc1, N, CN(C)C=O, O=S(Cl)Cl. Product: NC(=O)C=Cc1ccc(C(F)(F)F)cc1. As a reaction SMILES: [CH3:26][c:27]1[cH:28][cH:29][cH:30][cH:31][cH:32]1.[F:1][C:2]([c:3]1[cH:4][cH:5][c:6]([CH:9]=[CH:10][C:11](=[O:12])[OH:13])[cH:7][cH:8]1)([F:14])[F:15].[NH3:25].[O:16]=[CH:17][N:18]([CH3:19])[CH3:20].[S:21]([Cl:22])([Cl:23])=[O:24]>>[F:1][C:2]([c:3]1[cH:4][cH:5][c:6]([CH:9]=[CH:10][C:11](=[O:12])[NH2:18])[cH:7][cH:8]1)([F:14])[F:15].